From a dataset of the Open Reaction Database (ORD), a public repository of structured organic reaction records. describe an organic reaction: reactants, conditions, products, and yield The yield is 99.1%. Reported procedure: A solution of 50 mL (65 mmol) of 1.3M sec-butyl lithium in cyclohexane was added slowly to N-tert-butoxycarbonyl-3-methoxy-2-methylaniline (7.7 g, 32.5 mmol) in 100 mL of THF keeping the temperature below -40° C. with a dry ice-ethanol bath. The bath was removed and the temperature allowed to rise to -10° C. and then the bath replaced. After the temperature had cooled to -60° C., 4.3 g (32.5 mmol) of N-methoxy-N-methylbutanamide in an equal volume of THF was added dropwise. The reaction mixture ... Reaction conditions: temperature -60 celsius, time 1 hour. Run in C1CCOC1 (THF), C1CCCCC1 (cyclohexane), C1CCOC1 (THF). The reactants are CON(C(CCC)=O)C (N-methoxy-N-methylbutanamide), C(C)(CC)[Li] (sec-butyl lithium), C(C)(C)(C)OC(=O)NC1=C(C(=CC=C1)OC)C (N-tert-butoxycarbonyl-3-methoxy-2-methylaniline). RXN SMILES: C([Li])(CC)C.[C:6]([O:10][C:11]([NH:13][C:14]1[CH:19]=[CH:18][CH:17]=[C:16]([O:20][CH3:21])[C:15]=1[CH3:22])=[O:12])([CH3:9])([CH3:8])[CH3:7].CON(C)[C:26](=[O:30])[CH2:27][CH2:28][CH3:29]>C1CCCCC1.C1COCC1>[C:6]([O:10][C:11]([NH:13][C:14]1[CH:19]=[CH:18][CH:17]=[C:16]([O:20][CH3:21])[C:15]=1[CH2:22][C:26](=[O:30])[CH2:27][CH2:28][CH3:29])=[O:12])([CH3:9])([CH3:8])[CH3:7]. Product: C(C)(C)(C)OC(=O)NC1=C(C(=CC=C1)OC)CC(CCC)=O (1-[2-(tert-butoxycarbonylamino)-6-methoxyphenyl]-2-pentanone). Reactants: C(C)(=O)OC=1C(=C2CCC(OC2=C(C1C)C)(C)O)C ((±)-6-acetoxy-2-hydroxy-2,5,7,8 -tetramethylchroman), CS(=O)C (dimethylsulfoxide), [C-]#N.[K+] (KCN). The solvent is C(C)OCC (diethylether). Yields the product C(#N)C(C)(CCC1=C(C(=C(C(=C1C)OC(C)=O)C)C)O)O ((±)-2-cyano-4-(5-acetoxy-2-hydroxy-3,4,6-trimethylphenyl) butan-2-ol). RXN SMILES: [C:1]([O:4][C:5]1[C:6]([CH3:19])=[C:7]2[C:12](=[C:13]([CH3:16])[C:14]=1[CH3:15])[O:11][C:10]([OH:18])([CH3:17])[CH2:9][CH2:8]2)(=[O:3])[CH3:2].CS(C)=O.[C-:24]#[N:25].[K+]>C(OCC)C>[C:24]([C:10]([OH:18])([CH2:9][CH2:8][C:7]1[C:6]([CH3:19])=[C:5]([O:4][C:1](=[O:3])[CH3:2])[C:14]([CH3:15])=[C:13]([CH3:16])[C:12]=1[OH:11])[CH3:17])#[N:25] |f:2.3|. Reported procedure: A solution of 26.4 g. (0.1 mol.) of (±)-6-acetoxy-2-hydroxy-2,5,7,8 -tetramethylchroman in 200 ml. of dimethylsulfoxide was rapidly stirred as 32.5 g. (0.5 mol.) of granular KCN was added by sifting so that a uniformly dispersed suspension was obtained. The resulting mixture was cooled to 15° centigrade as 47.0 ml. of 12N aqueous H 2 SO 4 was added over 1.25 hours as the internal temp. was maintained at 20° centigrade. Tlc at this point showed a major, slower-running spot in addition to traces o...